Dataset: the Open Reaction Database (ORD), a public repository of structured organic reaction records. Task: describe an organic reaction: reactants, conditions, products, and yield The reactants are CC(Br)C(=O)Br, CCOCC, O, COC(=O)NCCO, c1ccncc1. Yields the product COC(=O)NCCOC(=O)C(C)Br. As a reaction SMILES: [Br:15][CH:16]([C:17](=[O:18])[Br:19])[CH3:20].[CH3:22][CH2:23][O:24][CH2:25][CH3:26].[OH2:21].[OH:1][CH2:2][CH2:3][NH:4][C:5]([O:6][CH3:7])=[O:8].[cH:9]1[cH:10][cH:11][n:12][cH:13][cH:14]1>>[O:1]([CH2:2][CH2:3][NH:4][C:5]([O:6][CH3:7])=[O:8])[C:17]([CH:16]([Br:15])[CH3:20])=[O:18]. The reactants are BrC1=CC=C(C=C1)C1(CCC2(OCCO2)CC1)CO ((8-(4-bromophenyl)-1,4-dioxaspiro[4.5]decan-8-yl)methanol), CC(=O)C (acetone), C1(=CC=C(C=C1)S(=O)(=O)O)C (p-toluenesulfonic acid). The solvent is O (water). Conditions: temperature 75 celsius. Product: BrC1=CC=C(C=C1)C1(CCC(CC1)=O)CO (4-(4-bromophenyl)-4-(hydroxymethyl)cyclohexanone). Reaction SMILES: [Br:1][C:2]1[CH:7]=[CH:6][C:5]([C:8]2([CH2:18][OH:19])[CH2:17][CH2:16][C:11]3(OCC[O:12]3)[CH2:10][CH2:9]2)=[CH:4][CH:3]=1.CC(C)=O.C1(C)C=CC(S(O)(=O)=O)=CC=1>O>[Br:1][C:2]1[CH:3]=[CH:4][C:5]([C:8]2([CH2:18][OH:19])[CH2:9][CH2:10][C:11](=[O:12])[CH2:16][CH2:17]2)=[CH:6][CH:7]=1. Procedure: To a round bottom flask containing (8-(4-bromophenyl)-1,4-dioxaspiro[4.5]decan-8-yl)methanol (4.88 g, 14.91 mmol) was added acetone (34 ml) and water (17 ml) at room temperature. p-toluenesulfonic acid (57 mg, 0.30 mmol) was then added and the mixture heated to 75° C. for 1 hour. The content was cooled to room temperature and concentrated under reduced pressure to remove the excess acetone. The resulting aqueous mixture was extracted with EtOAc twice. The combined organic portion was dried over ...